Dataset: the Open Reaction Database (ORD), a public repository of structured organic reaction records. Task: describe an organic reaction: reactants, conditions, products, and yield Starting materials: COC(CC1=CN=C(S1)NC(=O)OC(C)(C)C)=O (Methyl(2-tert-butoxycarbonylamino 1,3-thiazole-5-yl)acetate), [Se](=O)=O (selenium dioxide), C(Cl)Cl.CO (CH2Cl2 MeOH). Solvent: O1CCOCC1 (dioxane). Yields the product COC(C(=O)C1=CN=C(S1)NC(=O)OC(C)(C)C)=O (Methyl(2-tert-butoxycarbonylamino-1,3-thiazole-5-yl)(oxo)acetate). Isolated yield 23.3%. Reaction SMILES: [CH3:1][O:2][C:3](=[O:18])[CH2:4][C:5]1[S:9][C:8]([NH:10][C:11]([O:13][C:14]([CH3:17])([CH3:16])[CH3:15])=[O:12])=[N:7][CH:6]=1.[Se](=O)=[O:20].C(Cl)Cl.CO>O1CCOCC1>[CH3:1][O:2][C:3](=[O:18])[C:4]([C:5]1[S:9][C:8]([NH:10][C:11]([O:13][C:14]([CH3:15])([CH3:17])[CH3:16])=[O:12])=[N:7][CH:6]=1)=[O:20] |f:2.3|. Reported procedure: Methyl(2-tert-butoxycarbonylamino 1,3-thiazole-5-yl)acetate (4.08 g, 15 mmol) in dioxane (60 ml) was reacted with selenium dioxide (4 g, 36 mmol) at reflux for 45 minutes. The mixture was cooled, CH2Cl2/MeOH 8/2 (150 ml) was added, the insoluble material was filtered, the organic phase was washed with a saturated solution of sodium bicarbonate, and extracted with CH2Cl2, dried, purified by chromatography over alumina, eluant CH2Cl2/MeOH 9/1 to give title compound (1 g, 23%).